Dataset: the Open Reaction Database (ORD), a public repository of structured organic reaction records. Task: describe an organic reaction: reactants, conditions, products, and yield Starting materials: [Br-], Br, CCO, O=N[O-], COC(=O)c1cc(N)cc2ccccc12, [Na+], O. Yields the product COC(=O)c1cc(Br)cc2ccccc12. RXN SMILES: [Br-:20].[BrH:25].[CH3:22][CH2:23][OH:24].[N:1]([O-:2])=[O:3].[NH2:5][c:6]1[cH:7][c:8]([C:16](=[O:17])[O:18][CH3:19])[c:9]2[cH:10][cH:11][cH:12][cH:13][c:14]2[cH:15]1.[Na+:4].[OH2:21]>>[c:6]1([Br:20])[cH:7][c:8]([C:16](=[O:17])[O:18][CH3:19])[c:9]2[cH:10][cH:11][cH:12][cH:13][c:14]2[cH:15]1. Starting materials: C(Cl)Cl (DCM), O (water), H+, C(#N)C=1C(=[N+](C(=CC1)Cl)[O-])CC(=O)NCC1=CC2=C(C(=NO2)NC(=O)OC(C)(C)C)C=C1 (3-cyano-6-chloro-2-[3-(tert-butoxycarbonyl)amino-benzo[d]isoxazol-6-ylmethyl]aminocarbonylmethyl-pyridine 1-oxide), FC(CN)(C1=NC=CC=C1)F (2,2-difluoro-2-pyridin-2-yl-ethylamine), mono-Boc. The solvent is CS(=O)C (DMSO). Yields the product C(#N)C=1C(=[N+](C(=CC1)NCC(C1=NC=CC=C1)(F)F)[O-])CC(=O)NCC1=CC2=C(C(=NO2)NC(=O)OC(C)(C)C)C=C1 (3-cyano-6-(2,2-difluoro-2-pyridin-2-yl-ethylamino)-2-[3-(tert-butoxycarbonyl)amino-benzo[d]isoxazol-6-ylmethyl]aminocarbonylmethyl-pyridine 1-oxide). RXN SMILES: [C:1]([C:3]1[C:4]([CH2:11][C:12]([NH:14][CH2:15][C:16]2[CH:32]=[CH:31][C:19]3[C:20]([NH:23][C:24]([O:26][C:27]([CH3:30])([CH3:29])[CH3:28])=[O:25])=[N:21][O:22][C:18]=3[CH:17]=2)=[O:13])=[N+:5]([O-:10])[C:6](Cl)=[CH:7][CH:8]=1)#[N:2].[F:33][C:34]([F:43])([C:37]1[CH:42]=[CH:41][CH:40]=[CH:39][N:38]=1)[CH2:35][NH2:36].C(Cl)Cl.O>CS(C)=O>[C:1]([C:3]1[C:4]([CH2:11][C:12]([NH:14][CH2:15][C:16]2[CH:32]=[CH:31][C:19]3[C:20]([NH:23][C:24]([O:26][C:27]([CH3:30])([CH3:29])[CH3:28])=[O:25])=[N:21][O:22][C:18]=3[CH:17]=2)=[O:13])=[N+:5]([O-:10])[C:6]([NH:36][CH2:35][C:34]([F:43])([F:33])[C:37]2[CH:42]=[CH:41][CH:40]=[CH:39][N:38]=2)=[CH:7][CH:8]=1)#[N:2]. Reported procedure: A mixture of 3-cyano-6-chloro-2-[3-(tert-butoxycarbonyl)amino-benzo[d]isoxazol-6-ylmethyl]aminocarbonylmethyl-pyridine 1-oxide (29 mg) and 2,2-difluoro-2-pyridin-2-yl-ethylamine (20 mg) (Organic Process Research & Development 8:192-200, 2004), in DMSO (0.5 mL) was heated overnight at 80° C. LC/MS (ESI) indicated the mono-Boc product (M+H+ 580.1) as the major component. To the reaction vial was added DCM (10 mL) and water (3 mL). The mixture was vigorously stirred. After removing the aqueous laye... The reactants are CC=Cc1cnc(N2CCN(C(=O)OC(C)(C)C)CC2)c(C)c1, C, NCCN, CCO, [Pd]. Product: CCCc1cnc(N2CCN(C(=O)OC(C)(C)C)CC2)c(C)c1. Reaction SMILES: [C:1]([CH3:2])([CH3:3])([CH3:4])[O:5][C:6](=[O:7])[N:8]1[CH2:9][CH2:10][N:11]([c:14]2[n:15][cH:16][c:17]([CH:21]=[CH:22][CH3:23])[cH:18][c:19]2[CH3:20])[CH2:12][CH2:13]1.[C:31].[CH2:27]([NH2:28])[CH2:29][NH2:30].[CH3:24][CH2:25][OH:26].[Pd:32]>>[C:1]([CH3:2])([CH3:3])([CH3:4])[O:5][C:6](=[O:7])[N:8]1[CH2:9][CH2:10][N:11]([c:14]2[n:15][cH:16][c:17]([CH2:21][CH2:22][CH3:23])[cH:18][c:19]2[CH3:20])[CH2:12][CH2:13]1. The reactants are Cl[C@@H]1C(N([C@H]2C=C[C@@H]1C2=O)OCC2=CC=CC=C2)=O ((±)-(4S,5R,1S) 4-chloro-8-oxo-2-(phenyl methoxy)-2-azabicyclo[3.2.1]oct-6-en-3-one), Cl[C@H]1C(N([C@H]2C=C[C@@H]1C2=O)OCC2=CC=CC=C2)=O ((±)-(4R,5R,1S) 4-chloro-8-oxo-2-(phenylmethoxy)-2-azabicyclo[3.2.1]oct-6-en-3-one), ClC(C(=O)NOCC1=CC=CC=C1)Cl (2,2-dichloro-N-(phenylmethoxy)acetamide), O1C=CC=C1 (furan), ( s ). Run in CCOC(=O)C (EtOAc), hexanes, CCOC(=O)C (EtOAc), hexanes. Product: CC(C[C@@H]1C(N([C@H]2C=C[C@H]1C2=O)OCC2=CC=CC=C2)=O)C ((±)-(4S,5R,1S) 4-(2,2-dimethylethyl)-8-oxo-2-(phenylmethoxy)-2-azabicyclo[3.2.1]oct-6-en-3-one). Reaction SMILES: Cl[C@H:2]1[C@H:8]2[C:9](=[O:10])[C@H:5]([CH:6]=[CH:7]2)[N:4]([O:11][CH2:12][C:13]2[CH:18]=[CH:17][CH:16]=[CH:15][CH:14]=2)[C:3]1=[O:19].Cl[C@@H:21]1[C@H:27]2[C:28](=O)[C@H](C=[CH:26]2)N(OCC2C=CC=CC=2)C1=O.ClC(Cl)C(NOCC1C=CC=CC=1)=O.O1C=CC=C1>CCOC(C)=O>[CH3:26][CH:27]([CH3:28])[CH2:21][C@H:2]1[C@@H:8]2[C:9](=[O:10])[C@H:5]([CH:6]=[CH:7]2)[N:4]([O:11][CH2:12][C:13]2[CH:18]=[CH:17][CH:16]=[CH:15][CH:14]=2)[C:3]1=[O:19]. Procedure details: (±)-(4S,5R,1S) 4-chloro-8-oxo-2-(phenyl methoxy)-2-azabicyclo[3.2.1]oct-6-en-3-one (endo-5e) and (±)-(4R,5R,1S) 4-chloro-8-oxo-2-(phenylmethoxy)-2-azabicyclo[3.2.1]oct-6-en-3-one (exo-5e):Prepared in 73% yield (72 mg, 0.31 mmol) from the reaction of 2,2-dichloro-N-(phenylmethoxy)acetamide (100.2 mg, 0.43 mmol) with furan via general procedure B. Rf=0.50 (3:1, hexanes:EtOAc) 1H NMR (400 MHz, CDCl3) δ 7.51-7.30 (m, 3H), 6.54 (dd, J=6.0, 1.1 Hz, 1H), 6.51 (dd, J=6.0, 1.7 Hz, 1H), 5.27 (d, J=1.1 Hz,... Reactants: C(C)(=O)C=1C=C(C#N)C=CC1O (3-acetyl-4-hydroxybenzonitrile), COCC(C)=O (methoxy-2-propanone), N1CCCC1 (pyrrolidine), C1(=CC=CC=C1)C (toluene). Run in O (water). Yields the product COCC1(OC2=CC=C(C=C2C(C1)=O)C#N)C (2-methoxymethyl-2-methyl-6-cyano-4-chromanone). Reaction SMILES: [C:1]([C:4]1[CH:5]=[C:6]([CH:9]=[CH:10][C:11]=1[OH:12])[C:7]#[N:8])(=[O:3])[CH3:2].[CH3:13][O:14][CH2:15][C:16](=O)[CH3:17].N1CCCC1.C1(C)C=CC=CC=1>O>[CH3:13][O:14][CH2:15][C:16]1([CH3:17])[CH2:2][C:1](=[O:3])[C:4]2[C:11](=[CH:10][CH:9]=[C:6]([C:7]#[N:8])[CH:5]=2)[O:12]1. Procedure details: a mixture of 50 g of 3-acetyl-4-hydroxybenzonitrile, 70 ml of methoxy-2-propanone, 6 ml of pyrrolidine and 300 ml of toluene is boiled in a water separator for 3 hours. The mixture is evaporated, the residue is worked up in the customary manner (ethyl acetate/dil. hydrochloric acid) and 2-methoxymethyl-2-methyl-6-cyano-4-chromanone is obtained, m.p. 79°-81° C. The reactants are ClC1=NC=C(C(=O)Cl)C=C1 (6-chloronicotinoyl chloride), NC1=C(C=C(C#N)C=C1)[N+](=O)[O-] (4-amino-3-nitrobenzonitrile). Yields the product ClC1=CC=C(C=N1)C(=O)NC1=C(C=C(C=C1)C#N)[N+](=O)[O-] (6-Chloro-N-(4-cyano-2-nitrophenyl)-3-pyridinecarboxamide). RXN SMILES: [Cl:1][C:2]1[CH:10]=[CH:9][C:5]([C:6](Cl)=[O:7])=[CH:4][N:3]=1.[NH2:11][C:12]1[CH:19]=[CH:18][C:15]([C:16]#[N:17])=[CH:14][C:13]=1[N+:20]([O-:22])=[O:21]>>[Cl:1][C:2]1[N:3]=[CH:4][C:5]([C:6]([NH:11][C:12]2[CH:19]=[CH:18][C:15]([C:16]#[N:17])=[CH:14][C:13]=2[N+:20]([O-:22])=[O:21])=[O:7])=[CH:9][CH:10]=1. Reported procedure: The title compound was prepared from 6-chloronicotinoyl chloride and 4-amino-3-nitrobenzonitrile and was obtained as a light yellow solid as described in Example 1. 1H NMR (CDCl3): 11.58 (s, 1H), 9.18 (d, J=8.7, 1H), 9.04 (d, J=2.4, 1H), 8.65 (d, J=2.1, 1H), 8.26-8.22 (m, 1H), 8.00-7.96 (m, 1H), 7.56 (d, J=9.0, 1H). Reactants: BrC=1C(=NC=C(C(=O)NC2=CC=C(C=C2)OC(F)(F)F)C1)N1CC(C1)C(C)(C)O (5-bromo-6-(3-(2-hydroxypropan-2-yl)azetidin-1-yl)-N-(4-(trifluoromethoxy)phenyl)nicotinamide), N1=CC(=CC=C1)B(O)O (pyridin-3-ylboronic acid). Yields the product OC(C)(C)C1CN(C1)C1=NC=C(C=C1C=1C=NC=CC1)C(=O)NC1=CC=C(C=C1)OC(F)(F)F (2-(3-(2-Hydroxypropan-2-yl)azetidin-1-yl)-N-(4-(trifluoromethoxy)phenyl)-[3,3′-bipyridine]-5-carboxamide). RXN SMILES: Br[C:2]1[C:3]([N:22]2[CH2:25][CH:24]([C:26]([OH:29])([CH3:28])[CH3:27])[CH2:23]2)=[N:4][CH:5]=[C:6]([CH:21]=1)[C:7]([NH:9][C:10]1[CH:15]=[CH:14][C:13]([O:16][C:17]([F:20])([F:19])[F:18])=[CH:12][CH:11]=1)=[O:8].[N:30]1[CH:35]=[CH:34][CH:33]=[C:32](B(O)O)[CH:31]=1>>[OH:29][C:26]([CH:24]1[CH2:25][N:22]([C:3]2[C:2]([C:32]3[CH:31]=[N:30][CH:35]=[CH:34][CH:33]=3)=[CH:21][C:6]([C:7]([NH:9][C:10]3[CH:15]=[CH:14][C:13]([O:16][C:17]([F:20])([F:19])[F:18])=[CH:12][CH:11]=3)=[O:8])=[CH:5][N:4]=2)[CH2:23]1)([CH3:28])[CH3:27]. Procedure details: The title compound was prepared in an analogous fashion to that described in Example 128 using 5-bromo-6-(3-(2-hydroxypropan-2-yl)azetidin-1-yl)-N-(4-(trifluoromethoxy)phenyl)nicotinamide (Stage 142.1) and pyridin-3-ylboronic acid to afford an off-white powder. HPLC (Condition 4) tR=4.61 min, UPLC-MS (Condition 7) m/z=473.1 [M+H]+; 1H-NMR (400 MHz, DMSO-d6) δ ppm 0.93 (s, 6H) 3.24-3.34 (m, 1H) 3.59 (m, J=8.60 Hz, 4H) 4.36 (s, 1H) 7.33 (d, J=8.60 Hz, 2H) 7.49 (dd, J=7.82, 4.69 Hz, 1H) 7.84 (d, J=... The reactants are O=C1OCCC(C1)O[C@H]1CC(NC1)=O ((4S)-4-(2-oxotetrahydro-2H-pyran-4-yloxy)pyrrolidin-2-one), C(C1=CC=CC=C1)NC(=O)C1=C(N=C(S1)Br)C (N-benzyl-2-bromo-4-methylthiazole-5-carboxamide), C([O-])([O-])=O.[Cs+].[Cs+] (cesium carbonate), ClCCl (dichloromethane). Reagents/catalysts: CC1(C2=C(C(=CC=C2)P(C3=CC=CC=C3)C4=CC=CC=C4)OC5=C(C=CC=C51)P(C6=CC=CC=C6)C7=CC=CC=C7)C (xantphos). Solvent: C(C)(=O)OCC (ethyl acetate), C1(=CC=CC=C1)C (toluene). Run at temperature 50 celsius. The product is C(C1=CC=CC=C1)NC(=O)C1=C(N=C(S1)N1C(C[C@@H](C1)O)=O)C ((S)-N-benzyl-2-(4-hydroxy-2-oxopyrrolidin-1-yl)-4-methylthiazole-5-carboxamide). The yield is 52.8%. As a reaction SMILES: O=C1CC([O:8][C@@H:9]2[CH2:13][NH:12][C:11](=[O:14])[CH2:10]2)CCO1.[CH2:15]([NH:22][C:23]([C:25]1[S:29][C:28](Br)=[N:27][C:26]=1[CH3:31])=[O:24])[C:16]1[CH:21]=[CH:20][CH:19]=[CH:18][CH:17]=1.C(=O)([O-])[O-].[Cs+].[Cs+].ClCCl>C1(C)C=CC=CC=1.C(OCC)(=O)C.CC1(C)C2C(=C(P(C3C=CC=CC=3)C3C=CC=CC=3)C=CC=2)OC2C(P(C3C=CC=CC=3)C3C=CC=CC=3)=CC=CC1=2>[CH2:15]([NH:22][C:23]([C:25]1[S:29][C:28]([N:12]2[CH2:13][C@@H:9]([OH:8])[CH2:10][C:11]2=[O:14])=[N:27][C:26]=1[CH3:31])=[O:24])[C:16]1[CH:17]=[CH:18][CH:19]=[CH:20][CH:21]=1 |f:2.3.4|. Procedure details: A mixture of (4S)-4-(2-oxotetrahydro-2H-pyran-4-yloxy)pyrrolidin-2-one (0.036 g, 0.19 mmol), N-benzyl-2-bromo-4-methylthiazole-5-carboxamide (0.050 g, 0.16 mmol), cesium carbonate (0.079 g, 0.24 mmol), [1,1′-bis(diphenylphosphino)-ferrocene]dichloropalladium(II) complex with dichloromethane (1:1) (0.003 g, 0.003 mmol) and xantphos (0.004 g, 0.006 mmol) in anhydrous toluene (3 mL) was subjected to microwave irradiation at 80° C. for 20 min. The reaction mixture was diluted with ethyl acetate (10 ...